describe an organic reaction: reactants, conditions, products, and yield From a dataset of the Open Reaction Database (ORD), a public repository of structured organic reaction records. Reactants: ClC=1C(OC(CC1O)(CCC1=CC(=C(C=C1)OC(C)C)F)C1CCCC1)=O (3-chloro-6-cyclopentyl-6-[2-(3-fluoro-4-isopropoxyphenyl)ethyl]-4-hydroxy-5,6-dihydro-2H-pyran-2-one), ClC1=CC(=CC2=C1NC(=N2)S)C(F)(F)F (7-chloro-5-(trifluoromethyl)-1H-benzimidazole-2-thiol), ClC1=CC2=C(N(C(=N2)S)C(C)C)C=C1 (5-chloro-1-isopropyl-1H-benzimidazole-2-thiol), BrC1=CC(=C(C=C1)OC(C)C)F (4-bromo-2-fluoro-1-isopropoxybenzene), ClC=1C(OC(CC1O)(C1CCCC1)CCC1=CC(=C(C=C1)OC)Cl)=O (3-chloro-6-[2-(3-chloro-4-methoxyphenyl)ethyl]-6-cyclopentyl-4-hydroxy-5,6-dihydro-2H-pyran-2-one). The product is ClC=1C=C(C=CC1OC(C)C)CCC1(CC(=C(C(O1)=O)SC1=NC2=C(N1C)C=CC(=C2)Cl)O)C2CCCC2 (6-[2-(3-chloro-4-isopropoxyphenyl)ethyl]-3-[(5-chloro-1-methyl-1H-benzimidazol-2-yl)thio]-6-cyclopentyl-4-hydroxy-5,6-dihydro-2H-pyran-2-one). RXN SMILES: Cl[C:2]1[C:3](=[O:27])[O:4][C:5]([CH:22]2[CH2:26][CH2:25][CH2:24][CH2:23]2)([CH2:9][CH2:10][C:11]2[CH:16]=[CH:15][C:14]([O:17][CH:18]([CH3:20])[CH3:19])=[C:13](F)[CH:12]=2)[CH2:6][C:7]=1[OH:8].BrC1C=CC(OC(C)C)=C(F)C=1.[Cl:40]C1C(=O)OC(CCC2C=CC(OC)=C(Cl)C=2)(C2CCCC2)CC=1O.ClC1C2NC(S)=NC=2C=C(C(F)(F)F)C=1.[Cl:80][C:81]1[CH:93]=[CH:92][C:84]2[N:85]([CH:89](C)C)[C:86]([SH:88])=[N:87][C:83]=2[CH:82]=1>>[Cl:40][C:13]1[CH:12]=[C:11]([CH2:10][CH2:9][C:5]2([CH:22]3[CH2:23][CH2:24][CH2:25][CH2:26]3)[O:4][C:3](=[O:27])[C:2]([S:88][C:86]3[N:85]([CH3:89])[C:84]4[CH:92]=[CH:93][C:81]([Cl:80])=[CH:82][C:83]=4[N:87]=3)=[C:7]([OH:8])[CH2:6]2)[CH:16]=[CH:15][C:14]=1[O:17][CH:18]([CH3:20])[CH3:19]. Reported procedure: The title compound was prepared analogously to Example C(40), where 3-chloro-6-cyclopentyl-6-[2-(3-fluoro-4-isopropoxyphenyl)ethyl]-4-hydroxy-5,6-dihydro-2H-pyran-2-one, where 4-bromo-2-fluoro-1-isopropoxybenzene was) was substituted in place of 3-chloro-6-[2-(3-chloro-4-methoxyphenyl)ethyl]-6-cyclopentyl-4-hydroxy-5,6-dihydro-2H-pyran-2-one and 7-chloro-5-(trifluoromethyl)-1H-benzimidazole-2-thiol was substituted in place of 5-chloro-1-isopropyl-1H-benzimidazole-2-thiol. Yields the product NC(CC(=O)NC(Cc1ccccc1)(c1ccc(F)cc1)c1cc(F)cc(OC(F)(F)C(F)F)c1)C(F)(F)F. Reaction SMILES: [CH3:52][OH:53].[NH2:50][NH2:51].[O:1]=[C:2]1[N:3]([CH:12]([CH2:13][C:14](=[O:15])[NH:16][C:17]([CH2:18][c:19]2[cH:20][cH:21][cH:22][cH:23][cH:24]2)([c:25]2[cH:26][cH:27][c:28]([F:31])[cH:29][cH:30]2)[c:32]2[cH:33][c:34]([F:45])[cH:35][c:36]([O:38][C:39]([CH:40]([F:41])[F:42])([F:43])[F:44])[cH:37]2)[C:46]([F:47])([F:48])[F:49])[C:10](=[O:11])[c:5]2[c:4]1[cH:9][cH:8][cH:7][cH:6]2>>[NH2:3][CH:12]([CH2:13][C:14](=[O:15])[NH:16][C:17]([CH2:18][c:19]1[cH:20][cH:21][cH:22][cH:23][cH:24]1)([c:25]1[cH:26][cH:27][c:28]([F:31])[cH:29][cH:30]1)[c:32]1[cH:33][c:34]([F:45])[cH:35][c:36]([O:38][C:39]([CH:40]([F:41])[F:42])([F:43])[F:44])[cH:37]1)[C:46]([F:47])([F:48])[F:49]. The reactants are CO, NN, O=C(CC(N1C(=O)c2ccccc2C1=O)C(F)(F)F)NC(Cc1ccccc1)(c1ccc(F)cc1)c1cc(F)cc(OC(F)(F)C(F)F)c1. Starting materials: CCCCCCCCc1ccc(OCC(Cn2ccc(C(=O)OC(C)(C)C)c2)OC(C)=O)cc1, C[O-], CO, [Na+]. Product: CCCCCCCCc1ccc(OCC(O)Cn2ccc(C(=O)OC(C)(C)C)c2)cc1. RXN SMILES: [C:1]([CH3:2])([CH3:3])([CH3:4])[O:5][C:6](=[O:7])[c:8]1[cH:9][n:10]([CH2:13][CH:14]([CH2:15][O:16][c:17]2[cH:18][cH:19][c:20]([CH2:23][CH2:24][CH2:25][CH2:26][CH2:27][CH2:28][CH2:29][CH3:30])[cH:21][cH:22]2)[O:31][C:32](=[O:33])[CH3:34])[cH:11][cH:12]1.[CH3:35][O-:36].[CH3:38][OH:39].[Na+:37]>>[C:1]([CH3:2])([CH3:3])([CH3:4])[O:5][C:6](=[O:7])[c:8]1[cH:9][n:10]([CH2:13][CH:14]([CH2:15][O:16][c:17]2[cH:18][cH:19][c:20]([CH2:23][CH2:24][CH2:25][CH2:26][CH2:27][CH2:28][CH2:29][CH3:30])[cH:21][cH:22]2)[OH:31])[cH:11][cH:12]1.